This data is from the Open Reaction Database (ORD), a public repository of structured organic reaction records. The task is: describe an organic reaction: reactants, conditions, products, and yield Starting materials: O.O.Cl[Sn]Cl (SnCl2.2H2O), [N+](=O)([O-])C=1C=C(C=CC(=O)OCC=C)C=CC1 (allyl 3-nitrocinnamate), N (ammonia), O (water). Solvent: C(C)(=O)OCC (ethyl acetate), C(C)(=O)OCC (Ethyl acetate), C(C)(=O)OCC (ethyl acetate). Product: NC=1C=C(C=CC(=O)OCC=C)C=CC1 (Allyl 3-aminocinnamate). Isolated yield 99.5%. RXN SMILES: [N+:1]([C:4]1[CH:5]=[C:6]([CH:15]=[CH:16][CH:17]=1)[CH:7]=[CH:8][C:9]([O:11][CH2:12][CH:13]=[CH2:14])=[O:10])([O-])=O.O.O.Cl[Sn]Cl.N.O>C(OCC)(=O)C>[NH2:1][C:4]1[CH:5]=[C:6]([CH:15]=[CH:16][CH:17]=1)[CH:7]=[CH:8][C:9]([O:11][CH2:12][CH:13]=[CH2:14])=[O:10] |f:1.2.3|. Procedure details: Crude allyl 3-nitrocinnamate (3 g, 12.9 mM) was dissolved in ethyl acetate (10 ml) and added slowly to a stirred suspension of SnCl2.2H2O(14.52 g, 64 mM) in ethyl acetate (20 ml). The mixture was refluxed under argon for 3 hours, cooled, and poured into a mixture of ammonia (sg 880, 15 ml) and water (5 ml). Ethyl acetate (50 ml) was added, and the organic layer separated by decantation. Two further extractions with ethyl acetate (each 50 ml) were made similarly. The combined extracts were washed... The solvent is C1CCOC1 (THF). Product: C(#N)C(C(CCC(=O)O)C1CCOCC1)=CC1=C(C=CC(=C1)OC1=CC=CC=C1)[N+](=O)[O-] (5-Cyano-6-(2-nitro-5-phenoxy-phenyl)-4-(tetrahydro-pyran-4-yl)-hex-5-enoic acid). RXN SMILES: [C:1]([CH:3](P(OCC)(OCC)=O)[CH:4]([CH:10]1[CH2:15][CH2:14][O:13][CH2:12][CH2:11]1)[CH2:5][CH2:6][C:7]([OH:9])=[O:8])#[N:2].[H-].[Na+].[N+:26]([C:29]1[CH:36]=[CH:35][C:34]([O:37][C:38]2[CH:43]=[CH:42][CH:41]=[CH:40][CH:39]=2)=[CH:33][C:30]=1[CH:31]=O)([O-:28])=[O:27].C(OCC)(=O)C>C1COCC1>[C:1]([C:3](=[CH:31][C:30]1[CH:33]=[C:34]([O:37][C:38]2[CH:43]=[CH:42][CH:41]=[CH:40][CH:39]=2)[CH:35]=[CH:36][C:29]=1[N+:26]([O-:28])=[O:27])[CH:4]([CH:10]1[CH2:11][CH2:12][O:13][CH2:14][CH2:15]1)[CH2:5][CH2:6][C:7]([OH:9])=[O:8])#[N:2] |f:1.2|. Starting materials: C(#N)C(C(CCC(=O)O)C1CCOCC1)P(=O)(OCC)OCC (5-cyano-5-(diethoxy-phosphoryl)-4-(tetrahydro-pyran-4-yl)-pentanoic acid), [H-].[Na+] (sodium hydride), C(C)(=O)OCC (Ethyl acetate), [N+](=O)([O-])C1=C(C=O)C=C(C=C1)OC1=CC=CC=C1 (2-Nitro-5-phenoxy-benzaldehyde). Run at time 8 hour. Reported procedure: To a solution of 5-cyano-5-(diethoxy-phosphoryl)-4-(tetrahydro-pyran-4-yl)-pentanoic acid (2.68 g, 7.7 mmol) in THF (300 mL), sodium hydride (60%, 1.24 g) was added portionwise at room temperature. 2-Nitro-5-phenoxy-benzaldehyde (1.9 g, 7.7 mmol) was then added, and the reaction mixture was stirred at room temperature overnight. Ethyl acetate was added to the reaction mixture, and the resulting solution was washed with saturated aqueous NH4Cl solution. The organic phase was separated, dried with... Starting materials: ClC=1C=C(C=CC1S(=O)(=O)C1=CC=CC=C1)C1=CC=C(C=C1)[C@](C(F)(F)F)(C)O ((2S)-2-(3′-chloro-4′-(phenylsulfonyl)-4-biphenylyl)-1,1,1-trifluoro-2-propanol), C=1N=C(C2=C(N1)N(C=N2)[C@H]3[C@@H]([C@@H]([C@H](O3)COP(=O)(O)OP(=O)(O)OC[C@@H]4[C@H]([C@H]([C@@H](O4)N5C=CCC(=C5)C(=O)N)O)O)O)OP(=O)(O)O)N (NADPH). The product is ClC=1C=C(C=CC1S(=O)(=O)C1=CC=CC=C1)C1=CC=C(C=C1)[C@@](C(F)(F)F)(C)O ((2R)-2-(3′-chloro-4′-(phenylsulfonyl)-4-biphenylyl)-1,1,1-trifluoro-2-propanol). RXN SMILES: [Cl:1][C:2]1[CH:3]=[C:4]([C:17]2[CH:22]=[CH:21][C:20]([C@@:23]([OH:29])([CH3:28])[C:24]([F:27])([F:26])[F:25])=[CH:19][CH:18]=2)[CH:5]=[CH:6][C:7]=1[S:8]([C:11]1[CH:16]=[CH:15][CH:14]=[CH:13][CH:12]=1)(=[O:10])=[O:9].C1N=C(N)C2N=CN([C@@H]3O[C@H](COP(OP(OC[C@H]4O[C@@H](N5C=C(C(N)=O)CC=C5)[C@H](O)[C@@H]4O)(O)=O)(O)=O)[C@@H](O)[C@H]3OP(O)(O)=O)C=2N=1>>[Cl:1][C:2]1[CH:3]=[C:4]([C:17]2[CH:22]=[CH:21][C:20]([C@:23]([OH:29])([CH3:28])[C:24]([F:25])([F:26])[F:27])=[CH:19][CH:18]=2)[CH:5]=[CH:6][C:7]=1[S:8]([C:11]1[CH:12]=[CH:13][CH:14]=[CH:15][CH:16]=1)(=[O:10])=[O:9]. Procedure details: (2S)-2-(3′-chloro-4′-(phenylsulfonyl)-4-biphenylyl)-1,1,1-trifluoro-2-propanol. 1H NMR (400 MHz, CD3OD) δ 8.43 (d, J=8.2 Hz, 1H), 8.02-7.81 (m, 4H), 7.79-7.68 (m, 5H), 7.66-7.58 (m, 2H), 1.77 (s, 3H). m/z (ESI, +ve ion) 441.1 (M+H)+. GK-GKRP EC50 (NADPH-coupled)=3.58 μM; GK-GKRP EC50 (LC MS/MS)=4.23 μM.